This data is from the Open Reaction Database (ORD), a public repository of structured organic reaction records. The task is: describe an organic reaction: reactants, conditions, products, and yield The reactants are N#CCC(=O)O, CN(C)C=O, O=CC1CC2CCC1C2, [NH4+], [OH-], c1ccccc1. Product: N#CCC=C1CC2CCC1C2. As a reaction SMILES: [C:10](#[N:11])[CH2:12][C:13]([OH:14])=[O:15].[CH3:18][N:19]([CH3:20])[CH:21]=[O:22].[CH:1](=[O:2])[CH:3]1[CH:4]2[CH2:5][CH2:6][CH:7]([CH2:8]1)[CH2:9]2.[NH4+:16].[OH-:17].[cH:23]1[cH:24][cH:25][cH:26][cH:27][cH:28]1>>[CH:1](=[C:3]1[CH:4]2[CH2:5][CH2:6][CH:7]([CH2:8]1)[CH2:9]2)[CH2:12][C:10]#[N:11].